Task: describe an organic reaction: reactants, conditions, products, and yield. Dataset: the Open Reaction Database (ORD), a public repository of structured organic reaction records Starting materials: CC(C)(C)OC(=O)n1cc(Cn2c(=S)[nH]c(=O)c3[nH]cnc32)c2cc(Cl)ccc21, ClCCl, O=C(O)C(F)(F)F. Product: O=c1[nH]c(=S)n(Cc2c[nH]c3ccc(Cl)cc23)c2nc[nH]c12. As a reaction SMILES: [Cl:1][c:2]1[cH:3][c:4]2[c:5]([CH2:18][n:19]3[c:20](=[S:29])[nH:21][c:22](=[O:28])[c:23]4[nH:24][cH:25][n:26][c:27]34)[cH:6][n:7]([C:11]([O:12][C:13]([CH3:14])([CH3:15])[CH3:16])=[O:17])[c:8]2[cH:9][cH:10]1.[Cl:30][CH2:31][Cl:32].[F:33][C:34]([F:35])([F:36])[C:37]([OH:38])=[O:39]>>[Cl:1][c:2]1[cH:3][c:4]2[c:5]([CH2:18][n:19]3[c:20](=[S:29])[nH:21][c:22](=[O:28])[c:23]4[nH:24][cH:25][n:26][c:27]34)[cH:6][nH:7][c:8]2[cH:9][cH:10]1. Reactants: C(CCl)Cl (EDC), HRP-EDC, solution, CNC[C@@H](C(=O)O)N (BMAA), C(CCl)Cl (EDC), S(=O)(=O)(O)C1C(=O)N(C(C1)=O)O (sulfo-NHS), C(CCl)Cl (EDC), C(CCl)Cl (EDC), OP(=O)(O)[O-].[K+] (KH2PO4), CNC[C@@H](C(=O)O)N (BMAA), CNC[C@@H](C(=O)O)N (BMAA), CNC[C@@H](C(=O)O)N (BMAA), HRP-EDC. The solvent is OP(=O)([O-])[O-].[K+].[K+] (K2HPO4). Run at time 2.5 minute. The product is CNC[C@@H](C(=O)O)N (BMAA), N[C@@H](CC(=O)O)C(=O)O (aspartic acid). Reaction SMILES: [CH3:1][NH:2][CH2:3][C@H:4]([NH2:8])[C:5]([OH:7])=[O:6].C(Cl)CCl.S(C1C[C:21](=[O:23])N(O)C1=O)(O)(=O)=O.[OH:25]P([O-])(O)=O.[K+]>OP([O-])([O-])=O.[K+].[K+]>[CH3:1][NH:2][CH2:3][C@H:4]([NH2:8])[C:5]([OH:7])=[O:6].[NH2:8][C@H:4]([C:5]([OH:7])=[O:6])[CH2:3][C:21]([OH:23])=[O:25] |f:3.4,5.6.7|. Reported procedure: Conjugates of BMAA with BSA or with HRP were prepared by activating, in the absence of BMAA, the carboxylic groups of BSA or HRP with EDC thereby forming BSA-EDC or HRP-EDC. This was followed by the coupling of the activated carboxylate groups on the carrier protein to the primary amino group of BMAA. The procedure was as follows: 50 mg of EDC and 5 mg of sulfo-NHS (Sulfo-N-hydroxysuccinimide) were added to 15 mg of BSA or HRP pre-dissolved in 5 ml of 10 mM KH2PO4, pH 5.0. The reaction mixture w... The reagents and catalysts are C([O-])([O-])=O.[K+].[K+] (potassium carbonate). Reported procedure: A mixture of 130 ml of acetone and 0.5 ml of water was added to a mixture of 10.01 g of methyl N-[4-(benzothiazol-2-ylmethoxy)-2-methylphenyl]carbamate (prepared as described in Example 21(c) below) and 5.0 g of paraformaldehyde at room temperature. 0.30 g of potassium carbonate were added to the resulting mixture and the mixture was then stirred for 12 hours at 30° C. while subjected to ultrasonic irradiation. At the end of this time the reaction mixture was filtered and the solvent was removed... Run in O (water). Starting materials: S1C(=NC2=C1C=CC=C2)COC2=CC(=C(C=C2)NC(OC)=O)C (methyl N-[4-(benzothiazol-2-ylmethoxy)-2-methylphenyl]carbamate), C=O (paraformaldehyde), CC(=O)C (acetone). Yield: 73.4%. As a reaction SMILES: C[C:2](C)=[O:3].[S:5]1[C:9]2[CH:10]=[CH:11][CH:12]=[CH:13][C:8]=2[N:7]=[C:6]1[CH2:14][O:15][C:16]1[CH:21]=[CH:20][C:19]([NH:22][C:23](=[O:26])[O:24][CH3:25])=[C:18]([CH3:27])[CH:17]=1.C=O>C(=O)([O-])[O-].[K+].[K+].O>[S:5]1[C:9]2[CH:10]=[CH:11][CH:12]=[CH:13][C:8]=2[N:7]=[C:6]1[CH2:14][O:15][C:16]1[CH:21]=[CH:20][C:19]([N:22]([CH2:2][OH:3])[C:23](=[O:26])[O:24][CH3:25])=[C:18]([CH3:27])[CH:17]=1 |f:3.4.5|. Product: S1C(=NC2=C1C=CC=C2)COC2=CC(=C(C=C2)N(C(OC)=O)CO)C (Methyl N-[4-(benzothiazol-2-ylmethoxy)-2-methylphenyl]-N-hydroxymethylcarbamate). Reaction conditions: temperature 30 celsius, time 12 hour. Reactants: B(Br)(Br)Br (boron tribromide), Cl.C(C)N1C(CCC1)CNC(C1=C(C=CC=C1OC)OC)=O (N-ethyl-2-(2,6-dimethoxybenzamidomethyl)pyrrolidine hydrochloride), O (Water). Run in ClCCl (dichloromethane), ClCCl (dichloromethane). Product: C(C)N1C(CCC1)CNC(C1=C(C(=CC=C1O)Br)OC)=O (N-Ethyl-2-(3-bromo-6-hydroxy-2-methoxybenzamidomethyl)pyrrolidine). Yield: 80.0%. As a reaction SMILES: Cl.[CH2:2]([N:4]1[CH2:8][CH2:7][CH2:6][CH:5]1[CH2:9][NH:10][C:11](=[O:22])[C:12]1[C:17]([O:18]C)=[CH:16][CH:15]=[CH:14][C:13]=1[O:20][CH3:21])[CH3:3].B(Br)(Br)[Br:24].O>ClCCl>[CH2:2]([N:4]1[CH2:8][CH2:7][CH2:6][CH:5]1[CH2:9][NH:10][C:11](=[O:22])[C:12]1[C:17]([OH:18])=[CH:16][CH:15]=[C:14]([Br:24])[C:13]=1[O:20][CH3:21])[CH3:3] |f:0.1|. Procedure: To a solution of N-ethyl-2-(2,6-dimethoxybenzamidomethyl)pyrrolidine hydrochloride (23.0 g, 0.07 mole) in 300 ml of dry dichloromethane was added dropwise with stirring a solution of boron tribromide (17.5 g, 0.07 mole) in 25 ml of dry dichloromethane at 0° C. After the addition was completed the solution was allowed to reach room temperature over night. Water was added and pH adjusted to 7. The organic layer was washed with water and dried (MgSO4). The solvent was evaporated in vacuo affording ... Starting materials: O=Cc1ccc(Br)cc1, C1CCNCC1, CC(=O)O, CC(C)(C)OC(=O)CC(=O)c1ccccc1O, c1ccccc1. The product is CC(C)(C)OC(=O)C(=Cc1ccc(Br)cc1)C(=O)c1ccccc1O. As a reaction SMILES: [Br:18][c:19]1[cH:20][cH:21][c:22]([CH:23]=[O:24])[cH:25][cH:26]1.[CH2:27]1[CH2:28][CH2:29][NH:30][CH2:31][CH2:32]1.[CH3:33][C:34](=[O:35])[OH:36].[OH:1][c:2]1[c:3]([C:8]([CH2:9][C:10](=[O:11])[O:12][C:13]([CH3:14])([CH3:15])[CH3:16])=[O:17])[cH:4][cH:5][cH:6][cH:7]1.[cH:37]1[cH:38][cH:39][cH:40][cH:41][cH:42]1>>[OH:1][c:2]1[c:3]([C:8]([C:9]([C:10](=[O:11])[O:12][C:13]([CH3:14])([CH3:15])[CH3:16])=[CH:23][c:22]2[cH:21][cH:20][c:19]([Br:18])[cH:26][cH:25]2)=[O:17])[cH:4][cH:5][cH:6][cH:7]1.